From a dataset of the Open Reaction Database (ORD), a public repository of structured organic reaction records. describe an organic reaction: reactants, conditions, products, and yield Starting materials: CN(CC(CNC(C1=CC(=C(C=C1)[N+](=O)[O-])OC)=O)(C)C)C (N-(3-dimethylamino-2,2-dimethyl-propyl)-3-methoxy-4-nitro-benzamide), CN(CC(CNC(C1=CC(=C(C=C1)[N+](=O)[O-])OC)=O)(C)C)C (N-(3-dimethylamino-2,2-dimethyl-propyl)-3-methoxy-4-nitro-benzamide). The reagents and catalysts are [Pd] (Pd on charcoal). The solvent is CCO (EtOH). Conditions: temperature 40 celsius, time 16 hour. Yields the product NC1=C(C=C(C(=O)NCC(CN(C)C)(C)C)C=C1)OC (4-amino-N-(3-dimethylamino-2,2-dimethyl-propyl)-3-methoxy-benzamide). Isolated yield 104.3%. As a reaction SMILES: [CH3:1][N:2]([CH3:22])[CH2:3][C:4]([CH3:21])([CH3:20])[CH2:5][NH:6][C:7](=[O:19])[C:8]1[CH:13]=[CH:12][C:11]([N+:14]([O-])=O)=[C:10]([O:17][CH3:18])[CH:9]=1>CCO.[Pd]>[NH2:14][C:11]1[CH:12]=[CH:13][C:8]([C:7]([NH:6][CH2:5][C:4]([CH3:20])([CH3:21])[CH2:3][N:2]([CH3:1])[CH3:22])=[O:19])=[CH:9][C:10]=1[O:17][CH3:18]. Reported procedure: A suspension of N-(3-dimethylamino-2,2-dimethyl-propyl)-3-methoxy-4-nitro-benzamide (Intermediate 23; 5.7 g, 18.40 mmol), 5% Pd on charcoal (569 mg) in EtOH (300 mL) was stirred at 40° C. under a hydrogen atmosphere for 16 h. The reaction mixture was then filtered through celite, washed with copious MeOH and the volatiles removed under reduced pressure to afford the title compound (5.36 g, Quant.) as a foam. Starting materials: CC1(COC2(CCC3(CCN(C(O3)=O)[C@@H](C)C3=CC=C(C=C3)B3OC(C(O3)(C)C)(C)C)CC2)OC1)C (12,12-dimethyl-3-{(S)-1-[4-(4,4,5,5-tetramethyl-[1,3,2]dioxaborolan-2-yl)-phenyl]-ethyl}-1,10,14-trioxa-3-aza-dispiro[5.2.5.2]hexadecan-2-one), CN(C(=O)C1=NC=C(C=C1)Br)C (5-bromo-pyridine-2-carboxylic acid dimethylamide). Yields the product CN(C(=O)C1=NC=C(C=C1)C1=CC=C(C=C1)[C@H](C)N1C(OC2(CC1)CCC1(OCC(CO1)(C)C)CC2)=O)C (5-{4-[(S)-1-(12,12-Dimethyl-2-oxo-1,10,14-trioxa-3-aza-dispiro[5.2.5.2]hexadec-3-yl)-ethyl]-phenyl}-pyridine-2-carboxylic acid dimethylamide). Isolated yield 76.0%. RXN SMILES: [CH3:1][C:2]1([CH3:36])[CH2:35][O:34][C:5]2([CH2:33][CH2:32][C:8]3([O:13][C:12](=[O:14])[N:11]([C@H:15]([C:17]4[CH:22]=[CH:21][C:20](B5OC(C)(C)C(C)(C)O5)=[CH:19][CH:18]=4)[CH3:16])[CH2:10][CH2:9]3)[CH2:7][CH2:6]2)[O:4][CH2:3]1.[CH3:37][N:38]([CH3:48])[C:39]([C:41]1[CH:46]=[CH:45][C:44](Br)=[CH:43][N:42]=1)=[O:40]>>[CH3:37][N:38]([CH3:48])[C:39]([C:41]1[CH:46]=[CH:45][C:44]([C:20]2[CH:21]=[CH:22][C:17]([C@@H:15]([N:11]3[CH2:10][CH2:9][C:8]4([CH2:7][CH2:6][C:5]5([O:34][CH2:35][C:2]([CH3:36])([CH3:1])[CH2:3][O:4]5)[CH2:33][CH2:32]4)[O:13][C:12]3=[O:14])[CH3:16])=[CH:18][CH:19]=2)=[CH:43][N:42]=1)=[O:40]. Procedure: The title compound is prepared from 12,12-dimethyl-3-{(S)-1-[4-(4,4,5,5-tetramethyl-[1,3,2]dioxaborolan-2-yl)-phenyl]-ethyl}-1,10,14-trioxa-3-aza-dispiro[5.2.5.2]hexadecan-2-one and 5-bromo-pyridine-2-carboxylic acid dimethylamide following a procedure analogous to that described in Example 7. Yield: 76% of theory; LC (method 3): tR=3.48 min; Mass spectrum (ESI+): m/z=522 [M+H]+. The reactants are CC(Cl)c1cccnc1, FC(F)(F)c1ccccc1OC1CCNCC1. Reagents/catalysts: O=C([O-])[O-].[Cs+].[Cs+] (cesium carbonate), [I-].[K+] (potassium iodide). The solvent is CN(C)C=O (DMF), CN(C)C=O (dmf), CN(C)C=O (DMF). Run at temperature 70 celsius, time 16 hour. The product is CC(c1cccnc1)N1CCC(Oc2ccccc2C(F)(F)F)CC1. Reactants: C1=CC(=CC(=C1)Cl)C(=O)OO (mCPBA), FC=1C=CC=2N(C(C3=C(N(C2N1)CC)N=CC(=C3)CCOC3=CC=NC1=CC=CC=C31)=O)C (5,11-dihydro-2-fluoro-11-ethyl-5-methyl-8-{2-(4-quinolinyloxy)ethyl}-6H-dipyrido[3,2-b:2′,3′-e][1,4]diazepin-6-one). Solvent: C(Cl)Cl (CH2Cl2). Conditions: time 13 hour. Yields the product C(C)N1C2=C(N(C(C3=C1N=CC(=C3)CCOC3=CC=[N+](C1=CC=CC=C31)[O-])=O)C)C=CC(=N2)F (5,11-Dihydro-11-ethyl-2-fluoro-5-methyl-8-{2-{(1-oxido-4-quinolinyl)oxy}-ethyl}-6H-dipyrido[3,2-b:2′,3′-e] [l,4]diazepin-6-one). The yield is 51.3%. RXN SMILES: C1C=C(Cl)C=C(C(OO)=[O:9])C=1.[F:12][C:13]1[CH:14]=[CH:15][C:16]2[N:17]([CH3:44])[C:18](=[O:43])[C:19]3[CH:29]=[C:28]([CH2:30][CH2:31][O:32][C:33]4[C:42]5[C:37](=[CH:38][CH:39]=[CH:40][CH:41]=5)[N:36]=[CH:35][CH:34]=4)[CH:27]=[N:26][C:20]=3[N:21]([CH2:24][CH3:25])[C:22]=2[N:23]=1>C(Cl)Cl>[CH2:24]([N:21]1[C:20]2[N:26]=[CH:27][C:28]([CH2:30][CH2:31][O:32][C:33]3[C:42]4[C:37](=[CH:38][CH:39]=[CH:40][CH:41]=4)[N+:36]([O-:9])=[CH:35][CH:34]=3)=[CH:29][C:19]=2[C:18](=[O:43])[N:17]([CH3:44])[C:16]2[CH:15]=[CH:14][C:13]([F:12])=[N:23][C:22]1=2)[CH3:25]. Procedure details: Solid mCPBA (457 mg, 2.12 mmol) was added to a solution of 5,11-dihydro-2-fluoro-11-ethyl-5-methyl-8-{2-(4-quinolinyloxy)ethyl}-6H-dipyrido[3,2-b:2′,3′-e][1,4]diazepin-6-one (470 mg, 1.06 mmol) in CH2Cl2 (10 mL). The mixture was stirred at room temperature for 13 h then was concentrated under reduced pressure. The residue was dissolved in CHCl3 (75 mL), the solution was successively washed with aqueous 10% Na2S2O3 (3×25 mL), aqueous saturated NaHCO3 (3×25 mL) and brine (25 mL), dried (MgSO4), fi... Starting materials: BrC(Br)CC12CC3CC(CC(C3)C1)C2, CC(C)(C)[O-], COCCOCCOCCOC, [K+], O. Product: C#CC12CC3CC(CC(C3)C1)C2. As a reaction SMILES: [Br:1][CH:2]([CH2:3][C:4]12[CH2:5][CH:6]3[CH2:7][CH:8]([CH2:9][CH:10]([CH2:11]1)[CH2:12]3)[CH2:13]2)[Br:14].[CH3:15][C:16]([CH3:17])([O-:18])[CH3:19].[CH3:21][O:22][CH2:23][CH2:24][O:25][CH2:26][CH2:27][O:28][CH2:29][CH2:30][O:31][CH3:32].[K+:20].[OH2:33]>>[CH:2]#[C:3][C:4]12[CH2:5][CH:6]3[CH2:7][CH:8]([CH2:9][CH:10]([CH2:11]1)[CH2:12]3)[CH2:13]2. As a reaction SMILES: [C:2](#[N:3])[c:4]1[cH:5][c:6]2[c:7]([O:15][c:16]3[cH:17][c:18]([F:33])[c:19]([NH:22][C:23](=[O:24])[NH:25][c:26]4[cH:27][cH:28][c:29]([F:32])[cH:30][cH:31]4)[cH:20][cH:21]3)[cH:8][cH:9][n:10][c:11]2[cH:12][c:13]1[OH:14].[C:34](=[O:35])([O-:36])[O-:37].[CH3:50][N:51]([CH3:52])[CH:53]=[O:54].[Cl:40][CH2:41][CH2:42][CH2:43][N:44]([CH2:45][CH3:46])[CH2:47][CH3:48].[K+:38].[K+:39].[Na:1].[OH2:49]>>[C:2](#[N:3])[c:4]1[cH:5][c:6]2[c:7]([O:15][c:16]3[cH:17][c:18]([F:33])[c:19]([NH:22][C:23](=[O:24])[NH:25][c:26]4[cH:27][cH:28][c:29]([F:32])[cH:30][cH:31]4)[cH:20][cH:21]3)[cH:8][cH:9][n:10][c:11]2[cH:12][c:13]1[O:14][CH2:41][CH2:42][CH2:43][N:44]([CH2:45][CH3:46])[CH2:47][CH3:48]. Reactants: N#Cc1cc2c(Oc3ccc(NC(=O)Nc4ccc(F)cc4)c(F)c3)ccnc2cc1O, O=C([O-])[O-], CN(C)C=O, CCN(CC)CCCCl, [K+], [K+], [Na], O. Product: CCN(CC)CCCOc1cc2nccc(Oc3ccc(NC(=O)Nc4ccc(F)cc4)c(F)c3)c2cc1C#N. Reactants: CC(C)C(=O)Cl, Nc1cc(C(=O)Nc2ncc[nH]2)c2nc(NC(=O)c3cc4ccccc4cn3)[nH]c2c1, c1ccncc1. The product is CC(C)C(=O)Nc1cc(C(=O)Nc2ncc[nH]2)c2nc(NC(=O)c3cc4ccccc4cn3)[nH]c2c1. Reaction SMILES: [C:32]([CH:33]([CH3:34])[CH3:35])(=[O:36])[Cl:37].[NH2:1][c:2]1[cH:3][c:4]([C:24]([NH:25][c:26]2[nH:27][cH:28][cH:29][n:30]2)=[O:31])[c:5]2[c:6]([nH:7][c:8]([NH:10][C:11](=[O:12])[c:13]3[n:14][cH:15][c:16]4[cH:17][cH:18][cH:19][cH:20][c:21]4[cH:22]3)[n:9]2)[cH:23]1.[cH:38]1[cH:39][cH:40][n:41][cH:42][cH:43]1>>[NH:1]([c:2]1[cH:3][c:4]([C:24]([NH:25][c:26]2[n:27][cH:28][cH:29][nH:30]2)=[O:31])[c:5]2[c:6]([nH:7][c:8]([NH:10][C:11](=[O:12])[c:13]3[n:14][cH:15][c:16]4[cH:17][cH:18][cH:19][cH:20][c:21]4[cH:22]3)[n:9]2)[cH:23]1)[C:32]([CH:33]([CH3:34])[CH3:35])=[O:36]. The reactants are C([O-])([O-])=O.[K+].[K+] (potassium carbonate), C(=O)(Cl)Cl (carbonyl chloride), BrC1=CC(=C(C=C1)N1CCC2=CC=CC=C12)N (1-(4-bromo-2-aminophenyl)indoline), C([O-])([O-])=O.[K+].[K+] (potassium carbonate), Cl.CN1CCN(CC1)C(=O)Cl (4-methyl-1-piperazinecarbonyl chloride hydrochloride), C(\C=C/C(=O)O)(=O)O (maleic acid). Solvent: C(C)O (ethanol), O (water), C(Cl)(Cl)Cl (chloroform). Reaction conditions: time 15 minute. Yields the product C(\C=C/C(=O)O)(=O)O.BrC=1C=CC(=C(C1)NC(=O)N1CCN(CC1)C)N1CCC2=CC=CC=C12 (N-[5-bromo-2-(2,3-dihydro-1H-indol-1-yl)phenyl]-4-methyl-1-piperazinecarboxamide maleate). Yield: 39.8%. RXN SMILES: [Br:1][C:2]1[CH:7]=[CH:6][C:5]([N:8]2[C:16]3[C:11](=[CH:12][CH:13]=[CH:14][CH:15]=3)[CH2:10][CH2:9]2)=[C:4]([NH2:17])[CH:3]=1.C(=O)([O-])[O-].[K+].[K+].Cl.[CH3:25][N:26]1[CH2:31][CH2:30][N:29]([C:32](Cl)=[O:33])[CH2:28][CH2:27]1.C(Cl)(Cl)=O.[C:39]([OH:46])(=[O:45])/[CH:40]=[CH:41]\[C:42]([OH:44])=[O:43]>C(Cl)(Cl)Cl.C(O)C.O>[C:39]([OH:46])(=[O:45])/[CH:40]=[CH:41]\[C:42]([OH:44])=[O:43].[Br:1][C:2]1[CH:7]=[CH:6][C:5]([N:8]2[C:16]3[C:11](=[CH:12][CH:13]=[CH:14][CH:15]=3)[CH2:10][CH2:9]2)=[C:4]([NH:17][C:32]([N:29]2[CH2:30][CH2:31][N:26]([CH3:25])[CH2:27][CH2:28]2)=[O:33])[CH:3]=1 |f:1.2.3,4.5,11.12|. Procedure details: To a stirred solution, under nitrogen of 43.5 g (0.15 mole) of 1-(4-bromo-2-aminophenyl)indoline of Example 3b and 82.8 g (0.60 mole) of milled potassium carbonate in 1000 ml of chloroform was added 44.7 g (0.225 mole) of 4-methyl-1-piperazinecarbonyl chloride hydrochloride in portions over 10 minutes. The reaction was refluxed for 6 hours when an additional charge of 10.4 g (0.075 mole) of potassium carbonate and 14.9 g (0.075 mole) of the carbonyl chloride reagent was added. After refluxing ov...